describe an organic reaction: reactants, conditions, products, and yield From a dataset of the Open Reaction Database (ORD), a public repository of structured organic reaction records. Starting materials: ClC1=CC(=C(C2=C1C=C(O2)C(C)NC)N2C(N(C(=CC2=O)C(F)(F)F)C)=O)F (3-[4-chloro-6-fluoro-2-(1-methylaminoethyl)benzofuran-7-yl]-1-methyl-6-trifluoromethyluracil), O (water), C([O-])([O-])=O.[K+].[K+] (potassium carbonate), CI (methyl iodide). The solvent is CN(C=O)C (N,N-dimethylformamide). Reaction conditions: temperature 60 celsius, time 2 hour. Yields the product ClC1=CC(=C(C2=C1C=C(O2)C(C)N(C)C)N2C(N(C(=CC2=O)C(F)(F)F)C)=O)F (3-[4-chloro-6-fluoro-2-(1-dimethylaminoethyl)benzofuran-7-yl]-1-methyl-6-trifluoromethyluracil). Isolated yield 67.2%. Reaction SMILES: [Cl:1][C:2]1[C:7]2[CH:8]=[C:9]([CH:11]([NH:13][CH3:14])[CH3:12])[O:10][C:6]=2[C:5]([N:15]2[C:20](=[O:21])[CH:19]=[C:18]([C:22]([F:25])([F:24])[F:23])[N:17]([CH3:26])[C:16]2=[O:27])=[C:4]([F:28])[CH:3]=1.[C:29](=O)([O-])[O-].[K+].[K+].CI.O>CN(C)C=O>[Cl:1][C:2]1[C:7]2[CH:8]=[C:9]([CH:11]([N:13]([CH3:29])[CH3:14])[CH3:12])[O:10][C:6]=2[C:5]([N:15]2[C:20](=[O:21])[CH:19]=[C:18]([C:22]([F:23])([F:25])[F:24])[N:17]([CH3:26])[C:16]2=[O:27])=[C:4]([F:28])[CH:3]=1 |f:1.2.3|. Procedure: 0.5 g (1.2 mmol) of 3-[4-chloro-6-fluoro-2-(1-methylaminoethyl)benzofuran-7-yl]-1-methyl-6-trifluoromethyluracil and 0.40 g (2.9 mmol) of potassium carbonate were suspended in 50 ml of N,N-dimethylformamide, and 1.0 g (7.0 mmol) of methyl iodide was added thereto, followed by stirring at 60° C. for 2 hours. After completion of the reaction, the reaction solution was poured into water and extracted with ethyl acetate. The organic layer was washed sequentially with water and a saturated sodium chl... The reactants are [Cl-].C(C)(C)C1=C(C(=CC=C1)C(C)C)[N+]1=CN(C=C1)C1=C(C=CC=C1C(C)C)C(C)C (1,3-bis(2,6-di-i-propylphenyl)imidazolium chloride), CC(C)([O-])C.[Na+] (sodium t-butoxide), C(C)(C)(C)OC(=O)N1CCNCC1 (Tert-butyl-1-piperazine-carboxylate), BrC1=CC(=C(C=C1)C(F)(F)F)F (4-bromo-2-fluoro-1-trifluoromethyl-benzene), tri(dibenzylideneacetone)dipalladium(0). Solvent: C1(=CC=CC=C1)C (toluene). Conditions: temperature 100 celsius, time 5 hour. The product is C(C)(C)(C)OC(=O)N1CCN(CC1)C1=CC(=C(C=C1)C(F)(F)F)F (4-(3-Fluoro-4-trifluoromethyl-phenyl)-piperazine-1-carboxylic acid tert-butyl ester). Isolated yield 85.9%. As a reaction SMILES: [C:1]([O:5][C:6]([N:8]1[CH2:13][CH2:12][NH:11][CH2:10][CH2:9]1)=[O:7])([CH3:4])([CH3:3])[CH3:2].Br[C:15]1[CH:20]=[CH:19][C:18]([C:21]([F:24])([F:23])[F:22])=[C:17]([F:25])[CH:16]=1.[Cl-].C(C1C=CC=C(C(C)C)C=1[N+]1C=CN(C2C(C(C)C)=CC=CC=2C(C)C)C=1)(C)C.CC(C)([O-])C.[Na+]>C1(C)C=CC=CC=1>[C:1]([O:5][C:6]([N:8]1[CH2:13][CH2:12][N:11]([C:15]2[CH:20]=[CH:19][C:18]([C:21]([F:23])([F:24])[F:22])=[C:17]([F:25])[CH:16]=2)[CH2:10][CH2:9]1)=[O:7])([CH3:4])([CH3:2])[CH3:3] |f:2.3,4.5|. Reported procedure: Tert-butyl-1-piperazine-carboxylate (740 mg, 3.05 mmol) and 4-bromo-2-fluoro-1-trifluoromethyl-benzene (530 mg. 2.85 mmol) were dissolved in anhydrous toluene (6 mL, degassed). In a separate, septum-equipped vial were placed tri(dibenzylideneacetone)dipalladium(0) (152 mg, 0.17 mmol), 1,3-bis(2,6-di-i-propylphenyl)imidazolium chloride (283 mg, 0.67 mmol) and sodium t-butoxide (400 mg, 4.2 mmol). This “catalytic” vial was equipped with a magnetic stirbar and flushed with dry nitrogen. The reactan... The reactants are C(C=C)(=O)N (Acrylamide), C(C(=C)C)(=O)OCC[N+](C)(C)C (2-methacryloyloxyethyl trimethyl ammonium). The product is C(C=C)(=O)N.C(C(=C)C)(=O)OCC[N+](C)(C)C (Acrylamide 2-Methacryloyloxyethyl Trimethyl Ammonium). Reaction SMILES: [C:1]([NH2:5])(=[O:4])[CH:2]=[CH2:3].[C:6]([O:11][CH2:12][CH2:13][N+:14]([CH3:17])([CH3:16])[CH3:15])(=[O:10])[C:7]([CH3:9])=[CH2:8]>>[C:1]([NH2:5])(=[O:4])[CH:2]=[CH2:3].[C:6]([O:11][CH2:12][CH2:13][N+:14]([CH3:17])([CH3:15])[CH3:16])(=[O:10])[C:7]([CH3:9])=[CH2:8] |f:2.3|. Procedure details: Acrylamide (AM) (49.6 g.), 2-methacryloyloxyethyl trimethyl ammonium methosulfate (METAMS) (26.0 g. of a 40% aqueous solution), distilled water (44.4 g.), Tween 85 (30.0 g.), and Mentor 28 (50.0 g.) were combined and reacted according to the procedure of Example 31. The pH of the emulsion was adjusted to 6.0; the maximum temperature reached was 71° C.; the product was a stable emulsion.